From a dataset of the Open Reaction Database (ORD), a public repository of structured organic reaction records. describe an organic reaction: reactants, conditions, products, and yield Reactants: [N+](=O)([O-])[O-].[K+] (KNO3), C[Si](C)(C)Cl (TMSCl), C(OC1=C(C=C(C=C1)CC)C(C)(C)C)(OC)=O (2-tert-butyl-4-ethylphenyl methyl carbonate), [Al+3].[Cl-].[Cl-].[Cl-] (AlCl3). Solvent: C(Cl)Cl (DCM). Conditions: time 15 minute. Yields the product C(OC1=C(C=C(C(=C1)[N+](=O)[O-])CC)C(C)(C)C)(OC)=O (2-tert-butyl-4-ethyl-5-nitrophenyl methyl carbonate). Isolated yield 70.0%. As a reaction SMILES: [N+:1]([O-:4])([O-])=[O:2].[K+].C[Si](Cl)(C)C.[C:11](=[O:27])([O:25][CH3:26])[O:12][C:13]1[CH:18]=[CH:17][C:16]([CH2:19][CH3:20])=[CH:15][C:14]=1[C:21]([CH3:24])([CH3:23])[CH3:22].[Al+3].[Cl-].[Cl-].[Cl-]>C(Cl)Cl>[C:11](=[O:27])([O:25][CH3:26])[O:12][C:13]1[CH:18]=[C:17]([N+:1]([O-:4])=[O:2])[C:16]([CH2:19][CH3:20])=[CH:15][C:14]=1[C:21]([CH3:22])([CH3:23])[CH3:24] |f:0.1,4.5.6.7|. Procedure: To a solution of KNO3 (3.9 g, 38.57 mmol) in DCM (50 mL) was added TMSCl (5.5 g, 50.62 mmol) and 2-tert-butyl-4-ethylphenyl methyl carbonate (6 g, 25.39 mmol) at 0° C. After stirring for 15 minutes, AlCl3 (10 g, 0.08 mol) was added and then the reaction mixture was stirred for 2 h. The reaction mixture was poured onto ice water and extracted with EtOAc (50 mL×3). The combined organic layers were dried over anhydrous Na2SO4, filtered and evaporated under vacuum to give the crude compound, which w... Starting materials: CCO, [OH-], [OH-], [Pd+2], CC(=O)N(c1ccccc1)C1CCNCC1. Product: CC(=O)Nc1ccccc1. Reaction SMILES: [CH3:17][CH2:18][OH:19].[OH-:20].[OH-:22].[Pd+2:21].[c:1]1([N:7]([C:8]([CH3:9])=[O:10])[CH:11]2[CH2:12][CH2:13][NH:14][CH2:15][CH2:16]2)[cH:2][cH:3][cH:4][cH:5][cH:6]1>>[c:1]1([NH:7][C:8]([CH3:9])=[O:10])[cH:2][cH:3][cH:4][cH:5][cH:6]1. Starting materials: C(C=C)C=1C=C(C=NC1CC)CC#N (5-allyl-6-ethyl-pyridin-3-yl-acetonitrile), Cl.NC1=C(C(=CC(=C1F)F)F)S (2-amino-3,4,6-trifluoro-benzenethiol hydrochloride), C(C)(=O)O (acetic acid), C([O-])(O)=O.[Na+] (sodium bicarbonate). Reagents/catalysts: C(C)(C)(C)C1=C(C(=CC(=C1)C)C(C)(C)C)O (2,6-di-tert-butyl-4-methylphenol). Solvent: FC(CO)(F)F (2,2,2-trifluoroethanol). Reaction conditions: time 8 hour. Yields the product C(C=C)C=1C=C(C=NC1CC)CC=1SC2=C(N1)C(=C(C=C2F)F)F (2-(5-allyl-6-ethyl-pyridin-3-ylmethyl)-4,5,7-trifluoro-benzothiazole). Yield: 87.0%. Reaction SMILES: [CH2:1]([C:4]1[CH:5]=[C:6]([CH2:12][C:13]#[N:14])[CH:7]=[N:8][C:9]=1[CH2:10][CH3:11])[CH:2]=[CH2:3].Cl.N[C:17]1[C:22]([F:23])=[C:21]([F:24])[CH:20]=[C:19]([F:25])[C:18]=1[SH:26].C(O)(=O)C.C(=O)(O)[O-].[Na+]>FC(F)(F)CO.C(C1C=C(C)C=C(C(C)(C)C)C=1O)(C)(C)C>[CH2:1]([C:4]1[CH:5]=[C:6]([CH2:12][C:13]2[S:26][C:18]3[C:19]([F:25])=[CH:20][C:21]([F:24])=[C:22]([F:23])[C:17]=3[N:14]=2)[CH:7]=[N:8][C:9]=1[CH2:10][CH3:11])[CH:2]=[CH2:3] |f:1.2,4.5|. Procedure details: In a teflon screwcap glass pressure vessel a solution of 5-allyl-6-ethyl-pyridin-3-yl-acetonitrile (0.70 g, 3.76 mmol), 2-amino-3,4,6-trifluoro-benzenethiol hydrochloride (1.2 g, 5.64 mmol), 2,6-di-tert-butyl-4-methylphenol (BHT) (20 mg) and acetic acid (0.25 mL, 4.51 mmol) in 2,2,2-trifluoroethanol (5 mL, 0.8 M, degassed with nitrogen) is warmed to 90° C. and stirred overnight. The mixture is cooled to room temperature, added to saturated aq sodium bicarbonate (15 mL), extracted with ethyl acet... Starting materials: Br.NC=1SC(=C(N1)C)C(CBr)=O (2-amino-4-methyl-5-(2-bromoacetyl)thiazole hydrobromide), NC1=NC=CC=C1C (2-amino-3-methylpyridine). Solvent: CC(=O)N(C)C (dimethylacetamide). Product: NC=1SC(=C(N1)C)C=1N=C2N(C=CC=C2C)C1 (2-(2-amino-4-methyl-5-thiazolyl)-8-methylimidazo[1,2-a]pyridine). The yield is 21.8%. Reaction SMILES: Br.[NH2:2][C:3]1[S:4][C:5]([C:9](=O)[CH2:10]Br)=[C:6]([CH3:8])[N:7]=1.[NH2:13][C:14]1[C:19]([CH3:20])=[CH:18][CH:17]=[CH:16][N:15]=1>CC(N(C)C)=O>[NH2:2][C:3]1[S:4][C:5]([C:9]2[N:13]=[C:14]3[C:19]([CH3:20])=[CH:18][CH:17]=[CH:16][N:15]3[CH:10]=2)=[C:6]([CH3:8])[N:7]=1 |f:0.1|. Reported procedure: A solution of 2-amino-4-methyl-5-(2-bromoacetyl)thiazole hydrobromide (9.5 g) and 2-amino-3-methylpyridine (9.7 g) in dimethylacetamide (100 ml) was heated at 85° C. to 88° C. for 5 hours and the reaction mixture was evaporated in vacuo. To the residue was added water and the resulting mixture was acidified to pH 0.8 with 10% hydrochloric acid. The acidified solution was treated with charcoal and filtered. The filtrate was washed with ethyl acetate. The aqueous solution was adjusted to pH 9.0 wi... Starting materials: Cc1cc2c(s1)Nc1ccccc1N=C2N, CN1CCCC1=O, CCOC(C)=O, O, c1ccc2cc(CCC3CNCCN3)ccc2c1. Yields the product Cc1cc2c(s1)Nc1ccccc1N=C2N1CCNC(CCc2ccc3ccccc3c2)C1. Reaction SMILES: [CH3:19][c:20]1[cH:21][c:22]2[c:28]([s:29]1)[NH:27][c:26]1[c:25]([cH:33][cH:32][cH:31][cH:30]1)[N:24]=[C:23]2[NH2:34].[CH3:35][N:36]1[CH2:37][CH2:38][CH2:39][C:40]1=[O:41].[CH3:42][CH2:43][O:44][C:45](=[O:46])[CH3:47].[OH2:48].[cH:1]1[c:2]([CH2:11][CH2:12][CH:13]2[NH:14][CH2:15][CH2:16][NH:17][CH2:18]2)[cH:3][cH:4][c:5]2[cH:6][cH:7][cH:8][cH:9][c:10]12>>[cH:1]1[c:2]([CH2:11][CH2:12][CH:13]2[NH:14][CH2:15][CH2:16][N:17]([C:23]3=[N:24][c:25]4[c:26]([cH:30][cH:31][cH:32][cH:33]4)[NH:27][c:28]4[c:22]3[cH:21][c:20]([CH3:19])[s:29]4)[CH2:18]2)[cH:3][cH:4][c:5]2[cH:6][cH:7][cH:8][cH:9][c:10]12. Conditions: temperature 80 celsius, time 3 hour. Reported procedure: Cyclopropanecarbonyl chloride (0.028 mL, 0.30 mmol) was added to a stirred solution of 6-(2-furyl)-5-(2-methylpyrimidin-4-yl)pyrazin-2-amine (Example 9, 38 mg, 0.15 mmol) in pyridine (0.5 mL). The mixture was heated to 80° C. in a sealed tube and stirred for 3 h. The crude reaction was concentrated to dryness and the residue was diluted with ethyl acetate and washed with aqueous sodium bicarbonate 4%. The organic layer was dried (Na2SO4) and evaporated. The residue was purified with flash silica... Reactants: C1(CC1)C(=O)Cl (Cyclopropanecarbonyl chloride), O1C(=CC=C1)C1=C(N=CC(=N1)N)C1=NC(=NC=C1)C (6-(2-Furyl)-5-(2-methylpyrimidin-4-yl)pyrazin-2-amine). Yield: 24.9%. Yields the product O1C(=CC=C1)C1=C(N=CC(=N1)NC(=O)C1CC1)C1=NC(=NC=C1)C (N-[6-(2-Furyl)-5-(2-methylpyrimidin-4-yl)pyrazin-2-yl]cyclopropanecarboxamide). Run in N1=CC=CC=C1 (pyridine). RXN SMILES: [CH:1]1([C:4](Cl)=[O:5])[CH2:3][CH2:2]1.[O:7]1[CH:11]=[CH:10][CH:9]=[C:8]1[C:12]1[N:17]=[C:16]([NH2:18])[CH:15]=[N:14][C:13]=1[C:19]1[CH:24]=[CH:23][N:22]=[C:21]([CH3:25])[N:20]=1>N1C=CC=CC=1>[O:7]1[CH:11]=[CH:10][CH:9]=[C:8]1[C:12]1[N:17]=[C:16]([NH:18][C:4]([CH:1]2[CH2:3][CH2:2]2)=[O:5])[CH:15]=[N:14][C:13]=1[C:19]1[CH:24]=[CH:23][N:22]=[C:21]([CH3:25])[N:20]=1.